Task: describe an organic reaction: reactants, conditions, products, and yield. Dataset: the Open Reaction Database (ORD), a public repository of structured organic reaction records The reactants are C, CCO, Cc1ccc(-c2c(N=[N+]=[N-])ncnc2OCCO)cc1, [Pd]. Yields the product Cc1ccc(-c2c(N)ncnc2OCCO)cc1. Reaction SMILES: [C:21].[CH3:23][CH2:24][OH:25].[N:1](=[N+:2]=[N-:3])[c:4]1[c:5](-[c:14]2[cH:15][cH:16][c:17]([CH3:20])[cH:18][cH:19]2)[c:6]([O:10][CH2:11][CH2:12][OH:13])[n:7][cH:8][n:9]1.[Pd:22]>>[NH2:1][c:4]1[c:5](-[c:14]2[cH:15][cH:16][c:17]([CH3:20])[cH:18][cH:19]2)[c:6]([O:10][CH2:11][CH2:12][OH:13])[n:7][cH:8][n:9]1. Reactants: C(CN)C(=O)N.Cl, C1=CC(=CC=C1C(=O)O)Br. Reagents/catalysts: [Li+].C[Si](C)(C)[N-][Si](C)(C)C, CC(C1CCCC1P(C2CCCCC2)C3CCCCC3)P(C(C)(C)C)C(C)(C)C.C1CCCC1.[Fe], CC(=O)O.CC(=O)O.[Pd]. The solvent is C1CCOC1. Reaction conditions: temperature 50 celsius. The product is C1=CC(=CC=C1C(=O)O)NCCC(=O)N. Isolated yield 0.0%. Procedure details: Palladium (II) acetate (0.011 g, 0.05 mmol) was added to(R)-(-)-1-[(S)-2-(dicyclohexylphosphino)ferrocenyl]ethyldi-t-butylphosphine (0.027 g, 0.05 mmol) in THF (1 mL) in a reaction vessel evacuated and purged with nitrogen. The resulting catalyst mixture was stirred and under nitrogen at 50 °C for 30 minutes. 04-Dec-2013 10:52:28 AM -0500  LiHMDS (1.194 mL, 1.19 mmol), 3-aminopropanamide, HCl (0.077 g, 0.62 mmol) and 4-bromobenzoic acid (0.1 g, 0.50 mmol) was added to a second reaction vessel an... Starting materials: ClC=1C=2N(C=C(C1C#N)C1=C(C=C(C=C1)Cl)Cl)C=CN2 (8-chloro-6-(2,4-dichloro-phenyl)-imidazo[1,2-a]pyridine-7-carbonitrile), C(C(C)C)N (isobutylamine). Run in CCOC(=O)C (AcOEt). Run at temperature 150 celsius. Product: ClC1=C(C=CC(=C1)Cl)C=1C(=C(C=2N(C1)C=CN2)NCC(C)C)C#N (6-(2,4-Dichloro-phenyl)-8-isobutylamino-imidazo[1,2-a]pyridine-7-carbonitrile). The yield is 85.5%. RXN SMILES: Cl[C:2]1[C:3]2[N:4]([CH:18]=[CH:19][N:20]=2)[CH:5]=[C:6]([C:10]2[CH:15]=[CH:14][C:13]([Cl:16])=[CH:12][C:11]=2[Cl:17])[C:7]=1[C:8]#[N:9].[CH2:21]([NH2:25])[CH:22]([CH3:24])[CH3:23]>CCOC(C)=O>[Cl:17][C:11]1[CH:12]=[C:13]([Cl:16])[CH:14]=[CH:15][C:10]=1[C:6]1[C:7]([C:8]#[N:9])=[C:2]([NH:25][CH2:21][CH:22]([CH3:24])[CH3:23])[C:3]2[N:4]([CH:18]=[CH:19][N:20]=2)[CH:5]=1. Procedure details: In a sealed tube, a mixture of 8-chloro-6-(2,4-dichloro-phenyl)-imidazo[1,2-a]pyridine-7-carbonitrile (20 mg, 0.062 mmol) and isobutylamine (0.037 mL, 0.37 mmol) was heated at 150° C. for 14 h. The reaction mixture was cooled to RT, poured into AcOEt (5 mL) and washed with a 2.0 M Na2CO3 solution in water (2×2 mL). The organic layer was dried over Na2SO4, filtered and evaporated. The residue was purified by Combi-Flash Companion™ (Isco Inc.) column chromatography (SiO2; gradient elution, [hexane... The reactants are CC(C)(C)NS(=O)(=O)c1cccc(-c2cc(-c3nc(-c4ccc(C(F)(F)F)nc4)cc(C(F)F)n3)ccn2)c1, ClCCl, O=C(O)C(F)(F)F. Yields the product NS(=O)(=O)c1cccc(-c2cc(-c3nc(-c4ccc(C(F)(F)F)nc4)cc(C(F)F)n3)ccn2)c1. As a reaction SMILES: [C:1]([CH3:2])([CH3:3])([CH3:4])[NH:5][S:6](=[O:7])(=[O:8])[c:9]1[cH:10][c:11](-[c:15]2[n:16][cH:17][cH:18][c:19](-[c:21]3[n:22][c:23](-[c:30]4[cH:31][n:32][c:33]([C:36]([F:37])([F:38])[F:39])[cH:34][cH:35]4)[cH:24][c:25]([CH:27]([F:28])[F:29])[n:26]3)[cH:20]2)[cH:12][cH:13][cH:14]1.[Cl:47][CH2:48][Cl:49].[F:40][C:41]([F:42])([F:43])[C:44]([OH:45])=[O:46]>>[NH2:5][S:6](=[O:7])(=[O:8])[c:9]1[cH:10][c:11](-[c:15]2[n:16][cH:17][cH:18][c:19](-[c:21]3[n:22][c:23](-[c:30]4[cH:31][n:32][c:33]([C:36]([F:37])([F:38])[F:39])[cH:34][cH:35]4)[cH:24][c:25]([CH:27]([F:28])[F:29])[n:26]3)[cH:20]2)[cH:12][cH:13][cH:14]1. Starting materials: CN1C=CC2=CC(=CC=C12)C(=O)OC (methyl 1-methyl-5-indolecarboxylate), Cl.NC(=N)N (guanidine hydrochloride), C[O-].[Na+] (sodium methoxide). Run in CO (methanol). Yields the product Cl.CN1C=CC2=CC(=CC=C12)C(=O)NC(=N)N (1-methyl-5-indoloylguanidine hydrochloride). The yield is 68.8%. RXN SMILES: [CH3:1][N:2]1[C:10]2[C:5](=[CH:6][C:7]([C:11]([O:13]C)=O)=[CH:8][CH:9]=2)[CH:4]=[CH:3]1.[ClH:15].[NH2:16][C:17]([NH2:19])=[NH:18].C[O-].[Na+]>CO>[ClH:15].[CH3:1][N:2]1[C:10]2[C:5](=[CH:6][C:7]([C:11]([NH:18][C:17]([NH2:19])=[NH:16])=[O:13])=[CH:8][CH:9]=2)[CH:4]=[CH:3]1 |f:1.2,3.4,6.7|. Reported procedure: The reaction was carried out in a manner similar to Example 1 except for using 1.00 g (5.29 mmol) of methyl 1-methyl-5-indolecarboxylate, 5.05 g (52.9 mmol) of guanidine hydrochloride and 50 ml of a methanol solution of 2.85 g (52.9 mmol) of sodium methoxide. Thus 0.92 g (68.9%) of 1-methyl-5-indoloylguanidine hydrochloride was obtained. Reactants: C(C)(C)(C)C1=CC=C(CCl)C=C1 (4-tert.butylbenzyl chloride), Grignard reagent, [Cl-].[NH4+] (ammonium chloride), [Mg] (magnesium), CN(C)C(C1C(CCCC1)=O)C1=CC=CC=C1 (2-(dimethylaminophenylmethyl)cyclohexanone), crude base. Run in CCOCC (ether), CCOCC (ether), CCOCC (ether). Product: Cl.C(C)(C)(C)C1=CC=C(CC2(C(CCCC2)C(C2=CC=CC=C2)N(C)C)O)C=C1 (1-(4-tert.-butylbenzyl)-2-(dimethylaminophenylmethyl)cyclohexanol, hydrochloride). Isolated yield 39.9%. RXN SMILES: [Mg].[C:2]([C:6]1[CH:13]=[CH:12][C:9]([CH2:10][Cl:11])=[CH:8][CH:7]=1)([CH3:5])([CH3:4])[CH3:3].[CH3:14][N:15]([CH:17]([C:25]1[CH:30]=[CH:29][CH:28]=[CH:27][CH:26]=1)[CH:18]1[CH2:23][CH2:22][CH2:21][CH2:20][C:19]1=[O:24])[CH3:16].[Cl-].[NH4+]>CCOCC>[ClH:11].[C:2]([C:6]1[CH:13]=[CH:12][C:9]([CH2:10][C:19]2([OH:24])[CH2:20][CH2:21][CH2:22][CH2:23][CH:18]2[CH:17]([N:15]([CH3:14])[CH3:16])[C:25]2[CH:26]=[CH:27][CH:28]=[CH:29][CH:30]=2)=[CH:8][CH:7]=1)([CH3:5])([CH3:4])[CH3:3] |f:3.4,6.7|. Procedure details: 0.33 g (13.5 mmole) of magnesium turnings was stirred in 10 ml of ether of analysis purity. 2.46 g (13.5 mmole) of 4-tert.butylbenzyl chloride dissolved in 10 ml of ether were added dropwise so that the reaction mixture boiled gently. After completion of the addition the reaction mixture was stirred for a further hour at RT. 3.0 g (13.0 mmole) of the 2-(dimethylaminophenylmethyl)cyclohexanone prepared according to Example 1 were dissolved in 10 ml of ether, added dropwise to the Grignard reagent... The reactants are ClCC=CN=C=S (3-chloroprop-1-enyl isothiocyanate), S(=O)(=O)(Cl)Cl (sulphuryl chloride). Run in ClCCCl (1,2-dichloroethane). Conditions: temperature 25 celsius. Product: Cl.ClC=1SC(=CN1)CCl (2-chloro-5-(chloromethyl) thiazole hydrochloride). Isolated yield 110.9%. Reaction SMILES: [Cl:1][CH2:2][CH:3]=[CH:4][N:5]=[C:6]=[S:7].S(Cl)([Cl:11])(=O)=O>ClCCCl>[ClH:1].[Cl:11][C:6]1[S:7][C:3]([CH2:2][Cl:1])=[CH:4][N:5]=1 |f:3.4|. Reported procedure: To a solution of 45 g of 3-chloroprop-1-enyl isothiocyanate in 90 ml of 1,2-dichloroethane, 50.5 g of sulphuryl chloride was added over 10 hours at -10° C. The reaction mixture was allowed to warm to 25° C. overnight, to complete the reaction. The solution was cooled to -15° C. and the product, a pale yellow solid, was isolated by filtration and washed with hexane. 38.2 g of 2-chloro-5-(chloromethyl) thiazole hydrochloride was thus obtained, having a melting point of 59°-61° C. and being a yield...